From a dataset of the Open Reaction Database (ORD), a public repository of structured organic reaction records. describe an organic reaction: reactants, conditions, products, and yield Starting materials: ClC1=C(C2=C(N=N1)CCNC2)C (3-chloro-5,6,7,8-tetrahydro-4-methylpyrido[4,3-c]pyridazine), C(\C=C/C(=O)[O-])(=O)[O-] (maleate), FC1=C(C(=O)Cl)C=CC=C1 (o-fluorobenzoyl chloride). Yields the product ClC1=C(C2=C(N=N1)CCN(C2)C(C2=C(C=CC=C2)F)=O)C (3-chloro-6-(o-fluorobenzoyl)-5,6,7,8-tetrahydro-4-methylpyrido[4,3-c]pyridazine). Reaction SMILES: [Cl:1][C:2]1[N:7]=[N:6][C:5]2[CH2:8][CH2:9][NH:10][CH2:11][C:4]=2[C:3]=1[CH3:12].C([O-])(=O)/C=C\C([O-])=O.[F:21][C:22]1[CH:30]=[CH:29][CH:28]=[CH:27][C:23]=1[C:24](Cl)=[O:25]>>[Cl:1][C:2]1[N:7]=[N:6][C:5]2[CH2:8][CH2:9][N:10]([C:24](=[O:25])[C:23]3[CH:27]=[CH:28][CH:29]=[CH:30][C:22]=3[F:21])[CH2:11][C:4]=2[C:3]=1[CH3:12]. Procedure details: A suspension of 14.4 g of 6-carbethoxy-5,6,7,8-tetrahydro-4-methyl-3(2H)pyrido[4,3-c]pyridazinone in 100 cc of concentrated hydrochloric acid is heated to the boil at reflux for 20 hours while stirring. The resulting 5,6,7,8-tetrahydro-4-methyl-3(2H)pyrido[4,3-c]pyridazinone is isolated (M.P. of the hydrochloride 344° to 348°) and is converted in a manner analogous to that described in Example 1(e) into 3-chloro-5,6,7,8-tetrahydro-4-methylpyrido[4,3-c]pyridazine (M.P. of the maleate: 170° to 173... Reactants: O=C(O)Cc1cccc(CC(=O)O)c1, CO, [Li+], [OH-], O=S(Cl)Cl. Product: COC(=O)Cc1cccc(CC(=O)O)c1. Reaction SMILES: [C:1](=[O:2])([OH:3])[CH2:4][c:5]1[cH:6][c:7]([CH2:11][C:12](=[O:13])[OH:14])[cH:8][cH:9][cH:10]1.[CH3:21][OH:22].[Li+:19].[OH-:20].[S:15]([Cl:16])([Cl:17])=[O:18]>>[C:1](=[O:2])([OH:3])[CH2:4][c:5]1[cH:6][c:7]([CH2:11][C:12]([O:13][CH3:21])=[O:14])[cH:8][cH:9][cH:10]1. Reactants: BrBr (bromine), C(C)(=O)C1=CC=C(OC(C(=O)OCC)C(=O)OCC)C=C1 (diethyl 4-acetylphenoxymalonate), C(C)(=O)OC(C)(C)C (t-butyl acetate). Run in C1=CC=CC=C1 (benzene), C1=CC=CC=C1 (benzene). Run at time 30 minute. Yields the product BrCC(=O)C1=CC=C(OC(C(=O)OCC)C(=O)OCC)C=C1 (diethyl 4-(bromoacetyl)phenoxymalonate). As a reaction SMILES: [Br:1]Br.[C:3]([C:6]1[CH:23]=[CH:22][C:9]([O:10][CH:11]([C:17]([O:19][CH2:20][CH3:21])=[O:18])[C:12]([O:14][CH2:15][CH3:16])=[O:13])=[CH:8][CH:7]=1)(=[O:5])[CH3:4].C(OC(C)(C)C)(=O)C>C1C=CC=CC=1>[Br:1][CH2:4][C:3]([C:6]1[CH:23]=[CH:22][C:9]([O:10][CH:11]([C:17]([O:19][CH2:20][CH3:21])=[O:18])[C:12]([O:14][CH2:15][CH3:16])=[O:13])=[CH:8][CH:7]=1)=[O:5]. Procedure details: A solution of bromine (5.4g.) in benzene (50ml.) was added dropwise over 1 hour to a stirred solution of diethyl 4-acetylphenoxymalonate (10.0g.) and t-butyl acetate (3.95g.) in benzene (200ml.). The solution was stirred for 30 minutes, washed with N-sodium bicarbonate solution (1 × 30ml.), water (3 × 40ml.), dried and evaporated. The residue was chromatographed on silica to give diethyl 4-(bromoacetyl)phenoxymalonate, m.p. 55°-58° C. The reactants are Compound II, C(C1=CC=CC=C1)NC(NOCC(=O)O)=O (2-(3-benzylureidooxy)acetic acid), N[C@H](C(=O)N([C@H](C(OCC)OCC)C)CC=1C2=C(SC1)C=CC=C2)CC2=CC=C(C=C2)OC(C)(C)C ((S)-2-amino-N-(benzo[b]thiophen-3-ylmethyl)-3-(4-tert-butoxyphenyl)-N—((S)-1,1-diethoxypropan-2-yl)propanamide). Yields the product S1C2=C(C(=C1)CN(C([C@H](CC1=CC=C(C=C1)OC(C)(C)C)NC(CONC(=O)NCC1=CC=CC=C1)=O)=O)[C@H](C(OCC)OCC)C)C=CC=C2 (1-(2-((S)-1-((benzo[b]thiophen-3-ylmethyl)((S)-1,1-diethoxypropan-2-yl)amino)-3-(4-tert-butoxyphenyl)-1-oxopropan-2-ylamino)-2-oxoethoxy)-3-benzylurea). As a reaction SMILES: [CH2:1]([NH:8][C:9](=[O:16])[NH:10][O:11][CH2:12][C:13]([OH:15])=O)[C:2]1[CH:7]=[CH:6][CH:5]=[CH:4][CH:3]=1.[NH2:17][C@@H:18]([CH2:41][C:42]1[CH:47]=[CH:46][C:45]([O:48][C:49]([CH3:52])([CH3:51])[CH3:50])=[CH:44][CH:43]=1)[C:19]([N:21]([CH2:31][C:32]1[C:33]2[CH:40]=[CH:39][CH:38]=[CH:37][C:34]=2[S:35][CH:36]=1)[C@@H:22]([CH3:30])[CH:23]([O:27][CH2:28][CH3:29])[O:24][CH2:25][CH3:26])=[O:20]>>[S:35]1[CH:36]=[C:32]([CH2:31][N:21]([C@@H:22]([CH3:30])[CH:23]([O:24][CH2:25][CH3:26])[O:27][CH2:28][CH3:29])[C:19](=[O:20])[C@@H:18]([NH:17][C:13](=[O:15])[CH2:12][O:11][NH:10][C:9]([NH:8][CH2:1][C:2]2[CH:3]=[CH:4][CH:5]=[CH:6][CH:7]=2)=[O:16])[CH2:41][C:42]2[CH:43]=[CH:44][C:45]([O:48][C:49]([CH3:50])([CH3:52])[CH3:51])=[CH:46][CH:47]=2)[C:33]2[CH:40]=[CH:39][CH:38]=[CH:37][C:34]1=2. Reported procedure: According to the procedure described in the synthesis method of Compound II-15, 2-(3-benzylureidooxy)acetic acid (Compound VI-1) 66 mg (0.29 mmol) was coupled with (S)-2-amino-N-(benzo[b]thiophen-3-ylmethyl)-3-(4-tert-butoxyphenyl)-N—((S)-1,1-diethoxypropan-2-yl)propanamide (Compound IV-6) 100 mg (0.20 mmol) to obtain the title compound. Reactants: [Si](C)(C)(C(C)(C)C)Cl (t-Butyldimethylsilylchloride), C(C1=CC=CC=C1)OCC(CO)CO (2-benzyloxymethyl-1,3-propanediol), [H-].[Na+] (NaH). The solvent is C1CCOC1 (THF), CCCCC (pentane), C(C)(=O)OCC (ethyl acetate). Run at time 1.5 hour. The product is C(C1=CC=CC=C1)OCC(CO)CO[Si](C)(C)C(C)(C)C (2-benzyloxymethyl-3-t-butyldimethylsiloxy-1-propanol). The yield is 82.0%. Reaction SMILES: [H-].[Na+].[CH2:3]([O:10][CH2:11][CH:12]([CH2:15][OH:16])[CH2:13][OH:14])[C:4]1[CH:9]=[CH:8][CH:7]=[CH:6][CH:5]=1.[Si:17](Cl)([C:20]([CH3:23])([CH3:22])[CH3:21])([CH3:19])[CH3:18]>CCCCC.C1COCC1.C(OCC)(=O)C>[CH2:3]([O:10][CH2:11][CH:12]([CH2:15][O:16][Si:17]([C:20]([CH3:23])([CH3:22])[CH3:21])([CH3:19])[CH3:18])[CH2:13][OH:14])[C:4]1[CH:9]=[CH:8][CH:7]=[CH:6][CH:5]=1 |f:0.1|. Procedure: NaH (0.87 g, 80% dispersion in oil, 29.1 mmol) was washed three times with dry pentane, dried in vacuo, and then suspended in 60 mL of dry THF. A solution of 2-benzyloxymethyl-1,3-propanediol (5.70 g, 29.1 mmol) in 5 mL of THF was next added dropwise over 20 min. and the reaction mixture stirred at room temperature for 1.5 hrs. to give a white slurry. t-Butyldimethylsilylchloride (4.38 g, 29.1 mmol) was then added portionwise over 3 min. and the reaction mixture stirred at room temperature for 2...